This data is from the Open Reaction Database (ORD), a public repository of structured organic reaction records. The task is: describe an organic reaction: reactants, conditions, products, and yield Reactants: Brc1c[nH]cn1, CCN(C(C)C)C(C)C, COC(=O)c1cc(F)c(C(F)(F)F)cc1[N+](=O)[O-], C1COCCO1. The product is COC(=O)c1cc(-n2cnc(Br)c2)c(C(F)(F)F)cc1[N+](=O)[O-]. RXN SMILES: [Br:19][c:20]1[n:21][cH:22][nH:23][cH:24]1.[CH2:25]([N:26]([CH:27]([CH3:28])[CH3:29])[CH:30]([CH3:31])[CH3:32])[CH3:33].[CH3:1][O:2][C:3]([c:4]1[c:5]([N+:15](=[O:16])[O-:17])[cH:6][c:7]([C:11]([F:12])([F:13])[F:14])[c:8]([F:10])[cH:9]1)=[O:18].[O:34]1[CH2:35][CH2:36][O:37][CH2:38][CH2:39]1>>[CH3:1][O:2][C:3]([c:4]1[c:5]([N+:15](=[O:16])[O-:17])[cH:6][c:7]([C:11]([F:12])([F:13])[F:14])[c:8](-[n:23]2[cH:22][n:21][c:20]([Br:19])[cH:24]2)[cH:9]1)=[O:18]. Reactants: C(C)OC(CCC1=CC(=CC=2C(COC21)(C)C)Br)=O (3-(5-bromo-3,3-dimethyl-2,3-dihydro-benzofuran-7-yl)-propionic acid ethyl ester), C(C)OC(CCC1=CC(=CC=2C(COC21)(C)C)Br)=O (3-(5-bromo-3,3-dimethyl-2,3-dihydro-benzofuran-7-yl)-propionic acid ethyl ester), O.[OH-].[Li+] (lithium hydroxide monohydrate). Solvent: CO (methanol), O1CCCC1 (tetrahydrofuran), O (water). Conditions: time 1 hour. The product is BrC=1C=C(C2=C(C(CO2)(C)C)C1)CCC(=O)O (3-(5-Bromo-3,3-dimethyl-2,3-dihydro-benzofuran-7-yl)-propionic Acid). Yield: 80.1%. As a reaction SMILES: C([O:3][C:4](=[O:19])[CH2:5][CH2:6][C:7]1[C:15]2[O:14][CH2:13][C:12]([CH3:17])([CH3:16])[C:11]=2[CH:10]=[C:9]([Br:18])[CH:8]=1)C.O.[OH-].[Li+]>CO.O1CCCC1.O>[Br:18][C:9]1[CH:8]=[C:7]([CH2:6][CH2:5][C:4]([OH:19])=[O:3])[C:15]2[O:14][CH2:13][C:12]([CH3:17])([CH3:16])[C:11]=2[CH:10]=1 |f:1.2.3|. Procedure: A solution of 3-(5-bromo-3,3-dimethyl-2,3-dihydro-benzofuran-7-yl)-propionic acid ethyl ester (Intermediate 76, 0.875 g, 2.67 mmol) in methanol (15 mL), tetrahydrofuran (15 mL) and water (7 mL) was treated with lithium hydroxide monohydrate (0.68 g, 16 mmol) and the resulting reaction mixture was stirred at room temperature for 1 h. The volatiles were evaporated in vacuo and the residue was diluted with water and washed with diethyl ether. The aqueous phase was neutralized with concentrated hydr... The reactants are IN1C(CCC1=O)=O (N-Iodosuccinimide), C(CCC)C=1NC=C(N1)CO (2-butyl-4-hydroxymethylimidazole). The solvent is C(C)O (ethanol), O (water). Yields the product C(CCC)C=1NC(=C(N1)I)CO (2-butyl-5-hydroxymethyl-4-iodoimidazole). Isolated yield 95.5%. RXN SMILES: [I:1]N1C(=O)CCC1=O.[CH2:9]([C:13]1[NH:14][CH:15]=[C:16]([CH2:18][OH:19])[N:17]=1)[CH2:10][CH2:11][CH3:12]>C(O)C.O>[CH2:9]([C:13]1[NH:17][C:16]([CH2:18][OH:19])=[C:15]([I:1])[N:14]=1)[CH2:10][CH2:11][CH3:12]. Procedure: N-Iodosuccinimide (148.75 g, 0.661 mol) was added to a stirred solution of 2-butyl-4-hydroxymethylimidazole (100.78 g, 0.652 mol) in 500 mL of absolute ethanol. After 20 minutes the solution was heated to 40°-45° C. for 45 minutes, diluted with 2.5 liters of water, and chilled. The crystalline product was collected by filtration, washed with water, and dried to give 174.5 g (95%) of crystals; mp 166°-166.5° C. Starting materials: NC1=C(C(=O)C2=CC(=CC=C2)CNC(=O)OC(C)(C)C)C=C(C=C1)Cl (2-amino-3′-tert-butoxycarbonylaminomethyl-5-chlorobenzophenone), [BH4-].[Na+] (sodium borohydride), C(C)OC(C)=O (acetic acid ethyl ester). Run in CO (methanol). Conditions: time 30 minute. Yields the product NC1=C(C(C2=CC(=CC=C2)CNC(=O)OC(C)(C)C)O)C=C(C=C1)Cl (2-amino-5-chloro-α-(3-tert-butoxycarbonylaminomethylphenyl)benzyl alcohol). Yield: 98.0%. As a reaction SMILES: [NH2:1][C:2]1[CH:24]=[CH:23][C:22]([Cl:25])=[CH:21][C:3]=1[C:4]([C:6]1[CH:11]=[CH:10][CH:9]=[C:8]([CH2:12][NH:13][C:14]([O:16][C:17]([CH3:20])([CH3:19])[CH3:18])=[O:15])[CH:7]=1)=[O:5].[BH4-].[Na+].C(OC(=O)C)C>CO>[NH2:1][C:2]1[CH:24]=[CH:23][C:22]([Cl:25])=[CH:21][C:3]=1[CH:4]([OH:5])[C:6]1[CH:11]=[CH:10][CH:9]=[C:8]([CH2:12][NH:13][C:14]([O:16][C:17]([CH3:19])([CH3:20])[CH3:18])=[O:15])[CH:7]=1 |f:1.2|. Procedure: To a solution of 2-amino-3′-tert-butoxycarbonylaminomethyl-5-chlorobenzophenone (7 g) in methanol (70 ml) was added sodium borohydride (1.1 g), and the mixture was stirred for 30 minutes at room temperature. To the reaction mixture was added acetic acid ethyl ester (100 ml). The mixture was washed with water and dried over anhydrous MgSO4, followed by distilling off the solvent. The residue was purified by means of a silica gel column chromatography to give the object 2-amino-5-chloro-α-(3-tert-...